From a dataset of the Open Reaction Database (ORD), a public repository of structured organic reaction records. describe an organic reaction: reactants, conditions, products, and yield The reactants are C1(=CC=CC=C1)[SiH3] (phenyl silane), COC(=O)C=1SC=CC1N (3-amino-thiophene-2-carboxylic acid methyl ester), C(CCC)[Sn](CCCC)(Cl)Cl (dibutyltin dichloride), C1COC2(CCC(CC2)=O)O1 (1,4-cyclohexanedione monoethylene ketal). The solvent is C1CCOC1 (THF). Run at time 5 minute. Yields the product COC(=O)C=1SC=CC1NC1CCC2(OCCO2)CC1 (3-(1,4-dioxa-spiro[4.5]dec-8-ylamino)-thiophene-2-carboxylic acid methyl ester). The yield is 47.5%. Reaction SMILES: [CH3:1][O:2][C:3]([C:5]1[S:6][CH:7]=[CH:8][C:9]=1[NH2:10])=[O:4].[CH2:11]1[O:21][C:14]2([CH2:19][CH2:18][C:17](=O)[CH2:16][CH2:15]2)[O:13][CH2:12]1.C([Sn](Cl)(Cl)CCCC)CCC.C1([SiH3])C=CC=CC=1>C1COCC1>[CH3:1][O:2][C:3]([C:5]1[S:6][CH:7]=[CH:8][C:9]=1[NH:10][CH:17]1[CH2:18][CH2:19][C:14]2([O:21][CH2:11][CH2:12][O:13]2)[CH2:15][CH2:16]1)=[O:4]. Reported procedure: A suspension of 3-amino-thiophene-2-carboxylic acid methyl ester (5.0 g, 31.85 mmol) in dry THF (9 mL) is treated with 1,4-cyclohexanedione monoethylene ketal (5.0 g, 32.05 mmol), followed by dibutyltin dichloride (482 mg, 1.59 mmol). After 5 min, phenyl silane (4.3 mL, 34.96 mmol) is added and the reaction mixture is stirred overnight at room temperature. After concentration, the residue is dissolved in EtOAc and washed with NaHCO3 followed by brine. The organic layer is separated, dried (Na2SO...